Dataset: the Open Reaction Database (ORD), a public repository of structured organic reaction records. Task: describe an organic reaction: reactants, conditions, products, and yield The product is CCN(Cc1cc(OC)ccc1N)C1CCCCC1. The reactants are CCNC1CCCCC1, ClCCl, COc1ccc(N)c(CO)c1. RXN SMILES: [CH2:12]([CH3:13])[NH:14][CH:15]1[CH2:16][CH2:17][CH2:18][CH2:19][CH2:20]1.[CH2:21]([Cl:22])[Cl:23].[NH2:1][c:2]1[c:3]([CH2:4][OH:5])[cH:6][c:7]([O:10][CH3:11])[cH:8][cH:9]1>>[NH2:1][c:2]1[c:3]([CH2:4][N:14]([CH2:12][CH3:13])[CH:15]2[CH2:16][CH2:17][CH2:18][CH2:19][CH2:20]2)[cH:6][c:7]([O:10][CH3:11])[cH:8][cH:9]1. The reactants are O=C([O-])C=CC(=O)[O-], CCOCC, CC(C)=O, CN(C)C=O, N#CC(c1ccc(Cl)cc1)c1ccc(Cl)cc1, ClCc1c[nH]cn1, Cl, [H-], [Na+]. Product: N#CC(Cc1c[nH]cn1)(c1ccc(Cl)cc1)c1ccc(Cl)cc1. Reaction SMILES: [C:28]([O-:29])(=[O:30])[CH:31]=[CH:32][C:33]([O-:34])=[O:35].[CH2:36]([O:37][CH2:38][CH3:39])[CH3:40].[CH3:41][C:42]([CH3:43])=[O:44].[CH3:45][N:46]([CH3:47])[CH:48]=[O:49].[Cl:1][c:2]1[cH:3][cH:4][c:5]([CH:8]([C:9]#[N:10])[c:11]2[cH:12][cH:13][c:14]([Cl:17])[cH:15][cH:16]2)[cH:6][cH:7]1.[Cl:21][CH2:22][c:23]1[n:24][cH:25][nH:26][cH:27]1.[ClH:20].[H-:18].[Na+:19]>>[Cl:1][c:2]1[cH:3][cH:4][c:5]([C:8]([C:9]#[N:10])([c:11]2[cH:12][cH:13][c:14]([Cl:17])[cH:15][cH:16]2)[CH2:22][c:23]2[n:24][cH:25][nH:26][cH:27]2)[cH:6][cH:7]1. Starting materials: Cl, COCc1c(C2=CCN(C(=O)OC(C)(C)C)CC2)nnn1-c1ccccc1F. Product: COCc1c(C2=CCN(C(=O)OC(C)C)CC2)nnn1-c1ccccc1F. As a reaction SMILES: [ClH:29].[F:1][c:2]1[c:3](-[n:8]2[n:9][n:10][c:11]([C:16]3=[CH:21][CH2:20][N:19]([C:22](=[O:23])[O:24][C:25]([CH3:26])([CH3:27])[CH3:28])[CH2:18][CH2:17]3)[c:12]2[CH2:13][O:14][CH3:15])[cH:4][cH:5][cH:6][cH:7]1>>[F:1][c:2]1[c:3](-[n:8]2[n:9][n:10][c:11]([C:16]3=[CH:21][CH2:20][N:19]([C:22](=[O:23])[O:24][CH:25]([CH3:26])[CH3:27])[CH2:18][CH2:17]3)[c:12]2[CH2:13][O:14][CH3:15])[cH:4][cH:5][cH:6][cH:7]1. Reactants: ClC1=C2C(=NC=C1C=1C=C(C=NC1)C(C(=O)N(C)C)=O)NC=C2C=2C(=NC=CC2)NC (2-{5-[4-chloro-3-(2-methylamino-pyridin-3-yl)-1H-pyrrolo[2,3-b]pyridin-5-yl]-pyridin-3-yl}-N,N-dimethyl-2-oxo-acetamide), B1C2CCCC1CCC2 (9-BBN). Solvent: C1(=CC=CC=C1)C (toluene). Conditions: temperature 60 celsius, time 8 hour. Product: ClC1=C2C(=NC=C1C=1C=C(C=NC1)C(C(=O)N(C)C)O)NC=C2C=2C(=NC=CC2)NC (2-{5-[4-chloro-3-(2-methylamino-pyridin-3-yl)-1H-pyrrolo[2,3-b]-pyridin-5-yl}-pyridin-3-yl]-2-hydroxy-N,N-dimethyl-acetamide). Yield: 51.5%. Reaction SMILES: [Cl:1][C:2]1[C:7]([C:8]2[CH:9]=[C:10]([C:14](=[O:20])[C:15]([N:17]([CH3:19])[CH3:18])=[O:16])[CH:11]=[N:12][CH:13]=2)=[CH:6][N:5]=[C:4]2[NH:21][CH:22]=[C:23]([C:24]3[C:25]([NH:30][CH3:31])=[N:26][CH:27]=[CH:28][CH:29]=3)[C:3]=12.B1C2CCCC1CCC2>C1(C)C=CC=CC=1>[Cl:1][C:2]1[C:7]([C:8]2[CH:9]=[C:10]([CH:14]([OH:20])[C:15]([N:17]([CH3:19])[CH3:18])=[O:16])[CH:11]=[N:12][CH:13]=2)=[CH:6][N:5]=[C:4]2[NH:21][CH:22]=[C:23]([C:24]3[C:25]([NH:30][CH3:31])=[N:26][CH:27]=[CH:28][CH:29]=3)[C:3]=12. Procedure details: A mixture of 2-{5-[4-chloro-3-(2-methylamino-pyridin-3-yl)-1H-pyrrolo[2,3-b]pyridin-5-yl]-pyridin-3-yl}-N,N-dimethyl-2-oxo-acetamide (35 mg, 0.08 mmol), 9-BBN-dimer (98 mg, 0.4 mmol) in toluene (5 ml) was stirred at 60° C. overnight. The solvent was removed under vacuum and the crude was dissolved in DMSO, filtered and purified by reverse phase HPLC, lyophilized afforded 2-{5-[4-chloro-3-(2-methylamino-pyridin-3-yl)-1H-pyrrolo[2,3-b]-pyridin-5-yl}-pyridin-3-yl]-2-hydroxy-N,N-dimethyl-acetamide (... The reactants are O=C(CNc1n[nH]c2ccc(C(F)(F)F)cc12)NC1CNC1, O=C1CCC(c2ccc3c(c2)OCO3)CC1. Yields the product O=C(CNc1n[nH]c2ccc(C(F)(F)F)cc12)NC1CN(C2CCC(c3ccc4c(c3)OCO4)CC2)C1. Reaction SMILES: [NH:1]1[CH2:2][CH:3]([NH:5][C:6]([CH2:7][NH:8][c:9]2[n:10][nH:11][c:12]3[cH:13][cH:14][c:15]([C:18]([F:19])([F:20])[F:21])[cH:16][c:17]23)=[O:22])[CH2:4]1.[O:23]1[CH2:24][O:25][c:26]2[c:27]1[cH:28][cH:29][c:30]([CH:32]1[CH2:33][CH2:34][C:35](=[O:38])[CH2:36][CH2:37]1)[cH:31]2>>[N:1]1([CH:35]2[CH2:34][CH2:33][CH:32]([c:30]3[cH:29][cH:28][c:27]4[c:26]([cH:31]3)[O:25][CH2:24][O:23]4)[CH2:37][CH2:36]2)[CH2:2][CH:3]([NH:5][C:6]([CH2:7][NH:8][c:9]2[n:10][nH:11][c:12]3[cH:13][cH:14][c:15]([C:18]([F:19])([F:20])[F:21])[cH:16][c:17]23)=[O:22])[CH2:4]1. The reactants are C(C)[Mg]Br (ethylmagnesium bromide), CC=1C=C(OCC#CCC#CCC#C)C=CC1 (9-(m-methylphenoxy)-1,4,7-nonatriyne), COC(CCCC#CCI)=O (7-iodo-5-heptynoic acid methyl ester), S(O)(O)(=O)=O (sulfuric acid), cuprous cyanide. The solvent is CCOCC (ether), O1CCCC1 (tetrahydrofuran). Conditions: temperature 0 celsius, time 1 hour. Product: COC(CCCC#CCC#CCC#CCC#CCOC1=CC(=CC=C1)C)=O (16-(m-methylphenoxy)hexadeca-5,8,11,14-tetraynoic acid methyl ester). Reaction SMILES: C([Mg]Br)C.[CH3:5][C:6]1[CH:7]=[C:8]([CH:19]=[CH:20][CH:21]=1)[O:9][CH2:10][C:11]#[C:12][CH2:13][C:14]#[C:15][CH2:16][C:17]#[CH:18].[CH3:22][O:23][C:24](=[O:32])[CH2:25][CH2:26][CH2:27][C:28]#[C:29][CH2:30]I.S(=O)(=O)(O)O>CCOCC.O1CCCC1>[CH3:22][O:23][C:24](=[O:32])[CH2:25][CH2:26][CH2:27][C:28]#[C:29][CH2:30][C:18]#[C:17][CH2:16][C:15]#[C:14][CH2:13][C:12]#[C:11][CH2:10][O:9][C:8]1[CH:19]=[CH:20][CH:21]=[C:6]([CH3:5])[CH:7]=1. Procedure: 1.61 ml (751 mg, 5.6 mmol) of 3.6N ethylmagnesium bromide in ether was added dropwise, under argon to a solution of 1.34 g (6 mmol) of 9-(m-methylphenoxy)-1,4,7-nonatriyne in 20 ml of anhydrous tetrahydrofuran. The temperature was maintained at 0° C. The reaction mixture was stirred for one hour further at 0° C., then allowed to warm to room temperature, and then 50 mg of cuprous cyanide wasadded. The mixture was stirred for 20 minutes, heated to 40° C. and then 1 g (3.75 mmol) of 7-iodo-5-hepty... Starting materials: CO, COC(=O)c1ccc(C#CC(C)(C)C)cc1F, [Li+], [OH-], O. Product: CC(C)(C)C#Cc1ccc(C(=O)O)c(F)c1. Reaction SMILES: [CH3:21][OH:22].[F:1][c:2]1[c:3]([C:4](=[O:5])[O:6][CH3:7])[cH:8][cH:9][c:10]([C:12]#[C:13][C:14]([CH3:15])([CH3:16])[CH3:17])[cH:11]1.[Li+:19].[OH-:20].[OH2:18]>>[F:1][c:2]1[c:3]([C:4](=[O:5])[OH:6])[cH:8][cH:9][c:10]([C:12]#[C:13][C:14]([CH3:15])([CH3:16])[CH3:17])[cH:11]1. Starting materials: S1C(=NC2=C1C=CC=C2)C=2C(=NC=C(C2)B2OC(C(O2)(C)C)(C)C)N (3-benzothiazol-2-yl-5-(4,4,5,5-tetramethyl-1,3,2-dioxaborolan-2-yl)-pyridin-2-ylamine), IC=1C=NN(C1)C1CC2CCC(C1)N2C (3-(4-iodopyrazol-1-yl)-8-methyl-8-azabicyclo[3.2.1]octane), C(=O)([O-])[O-].[K+].[K+] (K2CO3), COCCOC (DME). The reagents and catalysts are [Pd](Cl)Cl.C1(=CC=CC=C1)P([C-]1C=CC=C1)C1=CC=CC=C1.[C-]1(C=CC=C1)P(C1=CC=CC=C1)C1=CC=CC=C1.[Fe+2] ((1,1′-bis-(diphenylphosphino)-ferrocene) palladium dichloride). Run in O (H2O). Reaction conditions: temperature 80 celsius. Yields the product S1C(=NC2=C1C=CC=C2)C=2C(=NC=C(C2)C=2C=NN(C2)C2CC1CCC(C2)N1C)N (3-Benzothiazol-2-yl-5-[1-(8-methyl-8-azabicyclo[3.2.1]oct-3-yl)-1H-pyrazol-4-yl]-pyridin-2-ylamine). RXN SMILES: [S:1]1[C:5]2[CH:6]=[CH:7][CH:8]=[CH:9][C:4]=2[N:3]=[C:2]1[C:10]1[C:11]([NH2:25])=[N:12][CH:13]=[C:14](B2OC(C)(C)C(C)(C)O2)[CH:15]=1.I[C:27]1[CH:28]=[N:29][N:30]([CH:32]2[CH2:38][CH:37]3[N:39]([CH3:40])[CH:34]([CH2:35][CH2:36]3)[CH2:33]2)[CH:31]=1.C([O-])([O-])=O.[K+].[K+].COCCOC>[Pd](Cl)Cl.C1(P(C2C=CC=CC=2)[C-]2C=CC=C2)C=CC=CC=1.[C-]1(P(C2C=CC=CC=2)C2C=CC=CC=2)C=CC=C1.[Fe+2].O>[S:1]1[C:5]2[CH:6]=[CH:7][CH:8]=[CH:9][C:4]=2[N:3]=[C:2]1[C:10]1[C:11]([NH2:25])=[N:12][CH:13]=[C:14]([C:27]2[CH:28]=[N:29][N:30]([CH:32]3[CH2:33][CH:34]4[N:39]([CH3:40])[CH:37]([CH2:36][CH2:35]4)[CH2:38]3)[CH:31]=2)[CH:15]=1 |f:2.3.4,6.7.8.9|. Reported procedure: A suspension of 3-benzothiazol-2-yl-5-(4,4,5,5-tetramethyl-1,3,2-dioxaborolan-2-yl)-pyridin-2-ylamine (BB8) (95.6 mg, 0.271 mmol, 1.2 eq), 3-(4-iodopyrazol-1-yl)-8-methyl-8-azabicyclo[3.2.1]octane (69.1 mg, 0.218 mmol, 1.0 eq), (1,1′-bis-(diphenylphosphino)-ferrocene) palladium dichloride (16.0 mg, 0.0219 mmol, 10 mol %), and K2CO3 (92.0 mg, 0.666 mmol, 3 eq) in a 4:1 ratio of DME to H2O (2.5 mL) was evacuated and charged with nitrogen several times, after which the sample was heated in the micr...